From a dataset of the Open Reaction Database (ORD), a public repository of structured organic reaction records. describe an organic reaction: reactants, conditions, products, and yield Starting materials: NC1=C(C(=NO1)C1=C(C=CC=C1)OC(F)(F)F)C(=O)O (5-amino-3-(2-(trifluoromethoxy)phenyl)isoxazol-4-carboxylic acid), N1(CCNCC1)C1=CC=C(C=C1)O (4-(piperazine-1-yl)phenol), Cl.C(C)N=C=NCCCN(C)C (1-ethyl-3-(dimethylaminopropyl)carbodiimide hydrochloride), OC1=CC=CC=2NN=NC21 (hydroxybenzotriazole). The product is NC1=C(C(=NO1)C1=C(C=CC=C1)OC(F)(F)F)C(=O)N1CCN(CC1)C1=CC=C(C=C1)O ((5-amino-3-(2-(trifluoromethoxy)phenyl)isoxazol-4-yl)(4-(4-hydroxyphenyl)piperazine-1-yl)methanone). The yield is 73.9%. RXN SMILES: [NH2:1][C:2]1[O:6][N:5]=[C:4]([C:7]2[CH:12]=[CH:11][CH:10]=[CH:9][C:8]=2[O:13][C:14]([F:17])([F:16])[F:15])[C:3]=1[C:18]([OH:20])=O.Cl.C(N=C=NCCCN(C)C)C.OC1C2N=NNC=2C=CC=1.[N:43]1([C:49]2[CH:54]=[CH:53][C:52]([OH:55])=[CH:51][CH:50]=2)[CH2:48][CH2:47][NH:46][CH2:45][CH2:44]1>>[NH2:1][C:2]1[O:6][N:5]=[C:4]([C:7]2[CH:12]=[CH:11][CH:10]=[CH:9][C:8]=2[O:13][C:14]([F:15])([F:16])[F:17])[C:3]=1[C:18]([N:46]1[CH2:45][CH2:44][N:43]([C:49]2[CH:50]=[CH:51][C:52]([OH:55])=[CH:53][CH:54]=2)[CH2:48][CH2:47]1)=[O:20] |f:1.2|. Procedure details: In a similar manner as described in Example 1, by using dimethylformimide (15 mL), 5-amino-3-(2-(trifluoromethoxy)phenyl)isoxazol-4-carboxylic acid (530 mg, 1.84 mmol), 1-ethyl-3-(dimethylaminopropyl)carbodiimide hydrochloride (388 mg, 2.02 mmol), hydroxybenzotriazole (299 mg, 2.21 mmol) and 4-(piperazine-1-yl)phenol (328 mg, 1.84 mmol), a white solid required compound (608 mg, 1.36 mmol, 73%) was obtained.